From a dataset of the Open Reaction Database (ORD), a public repository of structured organic reaction records. describe an organic reaction: reactants, conditions, products, and yield Product: ClC1=C(C=CC=C1)C=C1CN(CC(C1=O)=CC1=C(C=CC=C1)Cl)C (3,5-Bis[(2-chlorophenyl)methylene]-1-methyl-4-piperidinone). The solvent is C(C)O (ethanol). Starting materials: CN1CCC(CC1)=O (1-methyl-4-piperidinone), ClC1=C(C=CC=C1)C=C1C(N(CC(C1)=CC1=C(C=CC=C1)Cl)C)=O (3,5-bis[(2-chlorophenyl)methylene]-1-methyl-piperidinone), ClC1=C(C=O)C=CC=C1 (o-chlorobenzaldehyde), [OH-].[K+] (KOH). Procedure: A stirred solution of 11.3 g. (0.1 mole) of 1-methyl-4-piperidinone and 28 g. (0.2 mole) of o-chlorobenzaldehyde in 220 ml. of ethanol is treated with 11 g. (0.17 mole) of 85% KOH. The temperature rises to 34° and after approximately 2 minutes a solid begins to separate. After stirring for 30 minutes the yellow solid is filtered, washed with water, and air-dried to yield 31.6 g. of yellow, 3,5-bis[(2-chlorophenyl)methylene]-1-methyl-piperidinone; m.p. 148°-150°. RXN SMILES: CN1CCC(=[O:8])CC1.ClC1C=CC=CC=1C=O.[OH-].[K+].[Cl:20][C:21]1[CH:26]=[CH:25][CH:24]=[CH:23][C:22]=1[CH:27]=[C:28]1[CH2:33][C:32](=[CH:34][C:35]2[CH:40]=[CH:39][CH:38]=[CH:37][C:36]=2[Cl:41])[CH2:31][N:30]([CH3:42])[C:29]1=O>C(O)C>[Cl:20][C:21]1[CH:26]=[CH:25][CH:24]=[CH:23][C:22]=1[CH:27]=[C:28]1[C:33](=[O:8])[C:32](=[CH:34][C:35]2[CH:40]=[CH:39][CH:38]=[CH:37][C:36]=2[Cl:41])[CH2:31][N:30]([CH3:42])[CH2:29]1 |f:2.3|. Conditions: time 2 minute. Reactants: NC1=C2N=CN(C2=NC(=N1)NCCCCC)CC1=CC=CC=C1 (6-Amino-9-benzyl-2-pentylaminopurine), BrBr (bromine), S(=S)(=O)([O-])[O-].[Na+].[Na+] (sodium thiosulfate). The solvent is C(Cl)Cl (methylene chloride). Reaction conditions: time 1 hour. The product is NC1=C2N=C(N(C2=NC(=N1)NCCCCC)CC1=CC=CC=C1)Br (6-Amino-9-benzyl-8-bromo-2-pentylaminopurine). Isolated yield 91.0%. Reaction SMILES: [NH2:1][C:2]1[N:10]=[C:9]([NH:11][CH2:12][CH2:13][CH2:14][CH2:15][CH3:16])[N:8]=[C:7]2[C:3]=1[N:4]=[CH:5][N:6]2[CH2:17][C:18]1[CH:23]=[CH:22][CH:21]=[CH:20][CH:19]=1.[Br:24]Br.S([O-])([O-])(=O)=S.[Na+].[Na+]>C(Cl)Cl>[NH2:1][C:2]1[N:10]=[C:9]([NH:11][CH2:12][CH2:13][CH2:14][CH2:15][CH3:16])[N:8]=[C:7]2[C:3]=1[N:4]=[C:5]([Br:24])[N:6]2[CH2:17][C:18]1[CH:19]=[CH:20][CH:21]=[CH:22][CH:23]=1 |f:2.3.4|. Procedure: 6-Amino-9-benzyl-2-pentylaminopurine (70 mg, 0.23 mmol) and bromine (0.5 ml) were dissolved in 50 ml of methylene chloride and the solution was stirred at room temperature for 1 hour. Aqueous sodium thiosulfate was added to the reaction mixture. The organic layer was separated, dried on sodium sulfate and filtered. The solvent in the filtrate was evaporated in vacuo. The residue was purified with silica gel chromatography (1% methanol/chloroform) to give the subject compound (80 mg, yield 91%). Reactants: CC(C)(C)CC1C=C(C(=O)O)C1, Cl, C1CCOC1, O, [Zn]. Product: CC(C)(C)CC1CC(C(=O)O)C1. As a reaction SMILES: [CH3:1][C:2]([CH2:3][CH:4]1[CH:5]=[C:6]([C:8](=[O:9])[OH:10])[CH2:7]1)([CH3:11])[CH3:12].[ClH:18].[O:13]1[CH2:14][CH2:15][CH2:16][CH2:17]1.[OH2:20].[Zn:19]>>[CH3:1][C:2]([CH2:3][CH:4]1[CH2:5][CH:6]([C:8](=[O:9])[OH:10])[CH2:7]1)([CH3:11])[CH3:12]. Reactants: N[C@@H](CC(C)C)C(=O)O (L-leucine), O.C(C=O)(=O)O (glyoxylic acid monohydrate), C1(=CC=CC=C1)/C=C/B(O)O ((E)-2-phenylethenyl boronic acid). Solvent: O (water). Reaction conditions: time 24 hour. Product: C(=O)(O)C(CC(C)C)N[C@H](C(=O)O)C=CC1=CC=CC=C1 ((S)-N-(-1′-carboxy-3′-methylbutyl)-amino-4-phenyl-3-butenoic acid). The yield is 111.3%. As a reaction SMILES: [NH2:1][C@H:2]([C:7]([OH:9])=[O:8])[CH2:3][CH:4]([CH3:6])[CH3:5].O.[C:11]([OH:15])(=[O:14])[CH:12]=O.[C:16]1(/[CH:22]=[CH:23]/B(O)O)[CH:21]=[CH:20][CH:19]=[CH:18][CH:17]=1>O>[C:7]([CH:2]([NH:1][C@@H:12]([CH:23]=[CH:22][C:16]1[CH:21]=[CH:20][CH:19]=[CH:18][CH:17]=1)[C:11]([OH:15])=[O:14])[CH2:3][CH:4]([CH3:6])[CH3:5])([OH:9])=[O:8] |f:1.2|. Procedure details: A mixture of L-leucine (100 mg, 0.762 mmol), glyoxylic acid monohydrate (70 mg, 0.762 mmol) and (E)-2-phenylethenyl boronic acid (113 mg, 0.764 mmol) in water (8 mL) was stirred vigorously for 24 hours at 50 C. The precipitate was isolated by filtration, washed with methanol (10 mL) and dried under vacuum to give (E)-2-[(S)-N-(-1′-carboxy-3′-methylbutyl)-amino-4-phenyl-3-butenoic acid (247 mg, 85% yield, 94% de). 1H-NMR (360 MHz, d6-DMSO) δ 7.2-7.5 (m, 5H), 6.62 (d, J=15.3 Hz, 1H), 6.18 (dd, J=1... Starting materials: CCc1cc(C(F)(F)F)cc(C(F)(F)F)c1C(=O)O, NC1CCCC1N1CCCC1. Yields the product CCc1cc(C(F)(F)F)cc(C(F)(F)F)c1C(=O)NC1CCCC1N1CCCC1. Reaction SMILES: [CH2:12]([CH3:13])[c:14]1[c:15]([C:16](=[O:17])[OH:18])[c:19]([C:27]([F:28])([F:29])[F:30])[cH:20][c:21]([C:23]([F:24])([F:25])[F:26])[cH:22]1.[N:1]1([CH:6]2[CH:7]([NH2:11])[CH2:8][CH2:9][CH2:10]2)[CH2:2][CH2:3][CH2:4][CH2:5]1>>[N:1]1([CH:6]2[CH:7]([NH:11][C:16]([c:15]3[c:14]([CH2:12][CH3:13])[cH:22][c:21]([C:23]([F:24])([F:25])[F:26])[cH:20][c:19]3[C:27]([F:28])([F:29])[F:30])=[O:17])[CH2:8][CH2:9][CH2:10]2)[CH2:2][CH2:3][CH2:4][CH2:5]1.